Dataset: the Open Reaction Database (ORD), a public repository of structured organic reaction records. Task: describe an organic reaction: reactants, conditions, products, and yield Procedure: To a solution of 2-(bromomethyl)naphthalene (0.500 g) in N,N-dimethylformamide (11 mL) was added potassium phthalimide (0.461 g), and the resulting mixture was stirred at 50° C. for 2 hours. The reaction mixture was partitioned between ethyl acetate (50 mL) and water (15 mL). The organic layer was washed successively with water (15 mL×2) and brine (15 mL), dried over anhydrous sodium sulfate and concentrated under reduced pressure to give the title compound (0.380 g). Reactants: BrCC1=CC2=CC=CC=C2C=C1 (2-(bromomethyl)naphthalene), C1(C=2C(C(N1)=O)=CC=CC2)=O.[K] (potassium phthalimide). Run in CN(C=O)C (N,N-dimethylformamide). Conditions: temperature 50 celsius, time 2 hour. Reaction SMILES: Br[CH2:2][C:3]1[CH:12]=[CH:11][C:10]2[C:5](=[CH:6][CH:7]=[CH:8][CH:9]=2)[CH:4]=1.[C:13]1(=[O:23])[NH:17][C:16](=[O:18])[C:15]2=[CH:19][CH:20]=[CH:21][CH:22]=[C:14]12.[K]>CN(C)C=O>[CH:4]1[C:5]2[C:10](=[CH:9][CH:8]=[CH:7][CH:6]=2)[CH:11]=[CH:12][C:3]=1[CH2:2][N:17]1[C:16](=[O:18])[C:15]2=[CH:19][CH:20]=[CH:21][CH:22]=[C:14]2[C:13]1=[O:23] |f:1.2,^1:23|. Yields the product C1=C(C=CC2=CC=CC=C12)CN1C(C=2C(C1=O)=CC=CC2)=O (N-(Naphthalene-2-ylmethyl)phthalimide). Isolated yield 58.5%.